Dataset: the Open Reaction Database (ORD), a public repository of structured organic reaction records. Task: describe an organic reaction: reactants, conditions, products, and yield Run in ClCCl.CO.CCN(CC)CC (dichloromethane MeOH Et3N). Reactants: NCCCCCN (1,5-Diaminopentane), COC(CSC(C1=CC=CC=C1)(C1=CC=CC=C1)C1=CC=CC=C1)=O (tritylsulfanyl-acetic acid methyl ester), CO (methyl alcohol). Reaction SMILES: N[CH2:2][CH2:3][CH2:4][CH2:5][CH2:6][NH2:7].C[O:9][C:10](=O)[CH2:11][S:12][C:13]([C:26]1[CH:31]=[CH:30][CH:29]=[CH:28][CH:27]=1)([C:20]1[CH:25]=[CH:24][CH:23]=[CH:22][CH:21]=1)[C:14]1[CH:19]=[CH:18][CH:17]=[CH:16][CH:15]=1.CO>ClCCl.CO.CCN(CC)CC>[NH2:7][CH2:6][CH2:5][CH2:4][CH2:3][CH2:2][C:10](=[O:9])[CH2:11][S:12][C:13]([C:14]1[CH:19]=[CH:18][CH:17]=[CH:16][CH:15]=1)([C:20]1[CH:21]=[CH:22][CH:23]=[CH:24][CH:25]=1)[C:26]1[CH:31]=[CH:30][CH:29]=[CH:28][CH:27]=1 |f:3.4.5|. Reported procedure: 1,5-Diaminopentane (0.75 g, 7.21 mmol) was stirred while tritylsulfanyl-acetic acid methyl ester (2.53 g, 7.27 mmol) was added slowly. The mixture was heated at 100° C. for 2 h while methyl alcohol escaped. The product was isolated by column chromatography (dichloromethane/MeOH/Et3N=10/1/0.1) to provide 7-Amino-1-tritylsulfanyl-heptan-2-one (1.63 g, 54%). 1H NMR (300 MHz, CD3OD) δ 7.42-7.36 (m, 6H), 7.31-7.18 (m, 9H), 3.00 (t, J=6.9 Hz, 2H), 2.60 (t, J=6.9 Hz, 2H), 1.42 (m, 4H), 1.27 (m, 2H). 13... Yield: 56.0%. Yields the product NCCCCCC(CSC(C1=CC=CC=C1)(C1=CC=CC=C1)C1=CC=CC=C1)=O (7-Amino-1-tritylsulfanyl-heptan-2-one).